Dataset: the Open Reaction Database (ORD), a public repository of structured organic reaction records. Task: describe an organic reaction: reactants, conditions, products, and yield The reactants are Cl (hydrochloric acid), CC1=CC=C(C(=O)C=2N(C=CC2)C/C=C/C=2C=C(OCC(=O)OC)C=CC2)C=C1 (methyl (3-{(1E)-3-[2-(4-methylbenzoyl)-1H-pyrrol-1-yl]-1-propenyl}phenoxy)acetate), [OH-].[Li+] (lithium hydroxide), O1CCCC1 (terahydrofuran). The solvent is CO (methanol). The product is CC1=CC=C(C(=O)C=2N(C=CC2)C/C=C/C=2C=C(OCC(=O)O)C=CC2)C=C1 ((3-{(1E)-3-[2-(4-methylbenzoyl)-1H-pyrrol-1-yl]-1-propenyl}phenoxy)acetic acid). Isolated yield 100.3%. As a reaction SMILES: [CH3:1][C:2]1[CH:29]=[CH:28][C:5]([C:6]([C:8]2[N:9]([CH2:13]/[CH:14]=[CH:15]/[C:16]3[CH:17]=[C:18]([CH:25]=[CH:26][CH:27]=3)[O:19][CH2:20][C:21]([O:23]C)=[O:22])[CH:10]=[CH:11][CH:12]=2)=[O:7])=[CH:4][CH:3]=1.[OH-].[Li+].O1CCCC1.Cl>CO>[CH3:1][C:2]1[CH:3]=[CH:4][C:5]([C:6]([C:8]2[N:9]([CH2:13]/[CH:14]=[CH:15]/[C:16]3[CH:17]=[C:18]([CH:25]=[CH:26][CH:27]=3)[O:19][CH2:20][C:21]([OH:23])=[O:22])[CH:10]=[CH:11][CH:12]=2)=[O:7])=[CH:28][CH:29]=1 |f:1.2|. Procedure: A solution of the compound (153 mg, 0.393 mmol) of Example 1-1 in an aqueous 1N lithium hydroxide solution (1.0 ml), terahydrofuran (1.0 ml) and methanol (1.0 ml) was stirred for 30 minutes at room temperature. Thereto was added diluted hydrochloric acid and the solution was extracted with ethyl acetate. The organic layer was washed with an aqueous saturated sodium chloride solution and dried over magnesium sulfate. The solvent was removed under reduced pressure to give the subject compound (148... Reactants: O=C1C=CC2(CC1)CCN(C(=O)OCc1ccccc1)CC2, CN(C)C(N(C)C)N(C)C, Cc1ccccc1. Yields the product CN(C)C=C1CC2(C=CC1=O)CCN(C(=O)OCc1ccccc1)CC2. Reaction SMILES: [CH2:1]([c:2]1[cH:3][cH:4][cH:5][cH:6][cH:7]1)[O:8][C:9](=[O:10])[N:11]1[CH2:12][CH2:13][C:14]2([CH2:15][CH2:16]1)[CH:17]=[CH:18][C:19](=[O:22])[CH2:20][CH2:21]2.[CH3:23][N:24]([CH3:25])[CH:26]([N:27]([CH3:28])[CH3:29])[N:30]([CH3:31])[CH3:32].[CH3:33][c:34]1[cH:35][cH:36][cH:37][cH:38][cH:39]1>>[CH2:1]([c:2]1[cH:3][cH:4][cH:5][cH:6][cH:7]1)[O:8][C:9](=[O:10])[N:11]1[CH2:12][CH2:13][C:14]2([CH2:15][CH2:16]1)[CH:17]=[CH:18][C:19](=[O:22])[C:20](=[CH:26][N:24]([CH3:23])[CH3:25])[CH2:21]2.